Dataset: the Open Reaction Database (ORD), a public repository of structured organic reaction records. Task: describe an organic reaction: reactants, conditions, products, and yield Product: C1OC2=CC3=C(C=4C=NC=5C=C(C(=CC5C4C=C3)OC)OC)C=C2O1 (2,3-Methylenedioxy-8,9-dimethoxybenzo[i]phenanthridine). Reported procedure: 2-(3,4-Dimethoxy-6-nitrophenyl)-6,7-methylenedioxy-1-naphthaldehyde (18). Using a procedure similar to that described in Example 1, sub-part d, except replacing the compound 14 used therein with compound 15, compound 18 was prepared in 25% yield; mp=225° C.; IR (Nujol) 1670, 1515, 1309; 1H NMR δ 3.92 (3H, s), 4.04 (3H, s), 6.13 (2H, s), 6.74 (1H, s), 7.13 (1H, d, J=8.3), 7.18 (1H, s), 7.77 (1H, s), 7.87 (1H, d, J=8.3), 8.76 (1H, s), 10.14 (1H, s); 13C NMR δ 57.0, 57.1, 102.1, 103.1, 104.7, 108.2... Reactants: COC=1C=C(C(=CC1OC)[N+](=O)[O-])C1=C(C2=CC3=C(C=C2C=C1)OCO3)C=O (2-(3,4-Dimethoxy-6-nitrophenyl)-6,7-methylenedioxy-1-naphthaldehyde), C(=O)C1=C(C=CC2=CC(=C(C=C12)OC)OC)B(O)O (1-Formyl-6,7-dimethoxynaphth-2-yl boronic acid), C(=O)C1=C(C=CC2=CC3=C(C=C12)OCO3)B(O)O (1-Formyl-6,7-methylenedioxynaphth-2-yl boronic acid), COC=1C=C(C(=CC1OC)[N+](=O)[O-])C1=C(C2=CC3=C(C=C2C=C1)OCO3)C=O (2-(3,4-Dimethoxy-6-nitrophenyl)-6,7-methylenedioxy-1-naphthaldehyde). Isolated yield 25.0%. Reaction SMILES: [CH3:1][O:2][C:3]1[CH:4]=[C:5]([C:14]2[CH:23]=[CH:22][C:21]3[C:16](=[CH:17][C:18]4[O:26][CH2:25][O:24][C:19]=4[CH:20]=3)[C:15]=2[CH:27]=O)[C:6]([N+:11]([O-])=O)=[CH:7][C:8]=1[O:9][CH3:10].C(C1C2C(=CC(OC)=C(OC)C=2)C=CC=1B(O)O)=O.C(C1C2C(=CC3OCOC=3C=2)C=CC=1B(O)O)=O>>[CH2:25]1[O:26][C:18]2[C:19](=[CH:20][C:21]3[CH:22]=[CH:23][C:14]4[C:5]5[CH:4]=[C:3]([O:2][CH3:1])[C:8]([O:9][CH3:10])=[CH:7][C:6]=5[N:11]=[CH:27][C:15]=4[C:16]=3[CH:17]=2)[O:24]1. Starting materials: FC1=CC2=C(C(=NO2)C2CCNCC2)C=C1 (4-(6-fluoro-1,2-benzisoxazol-3-yl)piperidine), Cl.ClCCCN1CCCCC1 (N-(3-chloropropyl)piperidine hydrochloride), C(=O)([O-])[O-].[K+].[K+] (K2CO3), O (water). The reagents and catalysts are S(=O)(=O)(O)[O-].C(CCC)[N+](CCCC)(CCCC)CCCC (tetrabutylammonium hydrogen sulfate). Run in C(C)#N (acetonitrile). The product is C(\C=C\C(=O)O)(=O)O.C(\C=C\C(=O)O)(=O)O.FC1=CC2=C(C(=NO2)C2CCN(CC2)CCCN2CCCCC2)C=C1 (4-(6-Fluoro-1,2-benzisoxazol-3-yl)-1-[3-(1-piperidinyl)propyl]piperidine difumarate). Reaction SMILES: [F:1][C:2]1[CH:16]=[CH:15][C:5]2[C:6]([CH:9]3[CH2:14][CH2:13][NH:12][CH2:11][CH2:10]3)=[N:7][O:8][C:4]=2[CH:3]=1.Cl.Cl[CH2:19][CH2:20][CH2:21][N:22]1[CH2:27][CH2:26][CH2:25][CH2:24][CH2:23]1.[C:28]([O-:31])([O-:30])=[O:29].[K+].[K+].[OH2:34]>S([O-])(O)(=O)=O.C([N+](CCCC)(CCCC)CCCC)CCC.C(#N)C>[C:4]([OH:34])(=[O:8])/[CH:5]=[CH:15]/[C:28]([OH:31])=[O:30].[C:28]([OH:31])(=[O:29])/[CH:2]=[CH:3]/[C:4]([OH:8])=[O:34].[F:1][C:2]1[CH:16]=[CH:15][C:5]2[C:6]([CH:9]3[CH2:10][CH2:11][N:12]([CH2:19][CH2:20][CH2:21][N:22]4[CH2:27][CH2:26][CH2:25][CH2:24][CH2:23]4)[CH2:13][CH2:14]3)=[N:7][O:8][C:4]=2[CH:3]=1 |f:1.2,3.4.5,7.8,10.11.12|. Procedure: A mixture of 4-(6-fluoro-1,2-benzisoxazol-3-yl)piperidine (3.0 g, 13.6 mmol), N-(3-chloropropyl)piperidine hydrochloride (4.05 g, 20.4 mmol), K2CO3 (6 g, 43.4 mmol), tetrabutylammonium hydrogen sulfate (phase transfer catalyst, 2.3 g) in acetonitrile (100 ml) and water (15 ml) was heated at reflux for 16 hours. The mixture was washed with brine and the layers were separated. The organic solution was concentrated. The crude product (6.4 g) was purified by flash chromatography over a silica gel co... Starting materials: N([C@@H](CC1=CC=C(C=C1)O)C(=O)OCC1=CC=CC=C1)C(=O)OC(C)(C)C (BocTyrOBzl), C(C)OP(OCC)(=O)Cl (diethylphosphorochloridate), [H-].[Na+] (NaH). Run in O1CCOCC1 (dioxane). The product is N([C@@H](CC1=CC=C(C=C1)OP(=O)(OCC)OCC)C(=O)OCC1=CC=CC=C1)C(=O)OC(C)(C)C (BocTyr(PO3Et2)OBzl), oil. Isolated yield 50.0%. Reaction SMILES: [NH:1]([C:21]([O:23][C:24]([CH3:27])([CH3:26])[CH3:25])=[O:22])[C@H:2]([C:11]([O:13][CH2:14][C:15]1[CH:20]=[CH:19][CH:18]=[CH:17][CH:16]=1)=[O:12])[CH2:3][C:4]1[CH:9]=[CH:8][C:7]([OH:10])=[CH:6][CH:5]=1.[CH2:28]([O:30][P:31](Cl)(=[O:35])[O:32][CH2:33][CH3:34])[CH3:29].[H-].[Na+]>O1CCOCC1>[NH:1]([C:21]([O:23][C:24]([CH3:27])([CH3:26])[CH3:25])=[O:22])[C@H:2]([C:11]([O:13][CH2:14][C:15]1[CH:16]=[CH:17][CH:18]=[CH:19][CH:20]=1)=[O:12])[CH2:3][C:4]1[CH:5]=[CH:6][C:7]([O:10][P:31]([O:32][CH2:33][CH3:34])([O:30][CH2:28][CH3:29])=[O:35])=[CH:8][CH:9]=1 |f:2.3|. Procedure details: The title compound was prepared by reaction of BocTyrOBzl (371 mg, 1 mmol) and diethylphosphorochloridate (258 mg, 1.5 mmol) with an excess of NaH (60% in mineral oil) in dry dioxane for 3.5 h at 50° C. under argon atmosphere The solvent was concentrated in vacuo and the residue was dissolved in EtOAc and washed several times with a 5% solution of NaHCO3, a 10% solution of citric acid and a solution of satured NaCl. The organic phase was dried (Na2SO4) and concentrated, giving an oil 254 mg (50%... Reactants: CC(=O)O[BH-](OC(C)=O)OC(C)=O, C1CCOC1, CNC, COCCOc1nc(N)c2nc(OC)n(CCC3CCN(Cc4ccc(C=O)cc4)CC3)c2n1, [Na+], [Na+], O=C([O-])O. The product is COCCOc1nc(N)c2nc(OC)n(CCC3CCN(Cc4ccc(CN(C)C)cc4)CC3)c2n1. RXN SMILES: [C:38]([O:39][BH-:40]([O:41][C:42](=[O:43])[CH3:44])[O:45][C:46](=[O:47])[CH3:48])(=[O:49])[CH3:50].[CH2:57]1[O:58][CH2:59][CH2:60][CH2:61]1.[CH3:35][NH:36][CH3:37].[NH2:1][c:2]1[c:3]2[n:4][c:5]([O:33][CH3:34])[n:6]([CH2:16][CH2:17][CH:18]3[CH2:19][CH2:20][N:21]([CH2:24][c:25]4[cH:26][cH:27][c:28]([CH:29]=[O:30])[cH:31][cH:32]4)[CH2:22][CH2:23]3)[c:7]2[n:8][c:9]([O:11][CH2:12][CH2:13][O:14][CH3:15])[n:10]1.[Na+:51].[Na+:52].[OH:53][C:54](=[O:55])[O-:56]>>[NH2:1][c:2]1[c:3]2[n:4][c:5]([O:33][CH3:34])[n:6]([CH2:16][CH2:17][CH:18]3[CH2:19][CH2:20][N:21]([CH2:24][c:25]4[cH:26][cH:27][c:28]([CH2:29][N:36]([CH3:35])[CH3:37])[cH:31][cH:32]4)[CH2:22][CH2:23]3)[c:7]2[n:8][c:9]([O:11][CH2:12][CH2:13][O:14][CH3:15])[n:10]1.